Dataset: the Open Reaction Database (ORD), a public repository of structured organic reaction records. Task: describe an organic reaction: reactants, conditions, products, and yield Starting materials: Fc1ccc(CS)cc1, C#Cc1ccc(F)cc1, [Na]. Product: Fc1ccc(C=CSCc2ccc(F)cc2)cc1. RXN SMILES: [F:10][c:11]1[cH:12][cH:13][c:14]([CH2:15][SH:16])[cH:17][cH:18]1.[F:1][c:2]1[cH:3][cH:4][c:5]([C:8]#[CH:9])[cH:6][cH:7]1.[Na:19]>>[F:1][c:2]1[cH:3][cH:4][c:5]([CH:8]=[CH:9][S:16][CH2:15][c:14]2[cH:13][cH:12][c:11]([F:10])[cH:18][cH:17]2)[cH:6][cH:7]1. Reactants: BrC1=C(C=C(C(=O)O)C=C1)C (4-bromo-3-methylbenzoic acid), C(=O)(N1C=NC=C1)N1C=NC=C1 (1,1'-carbonylbis[1H-imidazole]), N1CCOCC1 (morpholine). Solvent: C1CCOC1 (THF). Conditions: time 10 minute. Yields the product BrC1=C(C=C(C(=O)N2CCOCC2)C=C1)C (4-(4-Bromo-3-methylbenzoyl)morpholine). As a reaction SMILES: [Br:1][C:2]1[CH:10]=[CH:9][C:5]([C:6]([OH:8])=O)=[CH:4][C:3]=1[CH3:11].C(N1C=CN=C1)(N1C=CN=C1)=O.[NH:24]1[CH2:29][CH2:28][O:27][CH2:26][CH2:25]1>C1COCC1>[Br:1][C:2]1[CH:10]=[CH:9][C:5]([C:6]([N:24]2[CH2:29][CH2:28][O:27][CH2:26][CH2:25]2)=[O:8])=[CH:4][C:3]=1[CH3:11]. Procedure details: A solution of 4-bromo-3-methylbenzoic acid (5.00 g) in dry THF (60 ml) was added dropwise at -5° to +5° to 1,1'-carbonylbis[1H-imidazole](4.90 g) and stirred under nitrogen over 10 min. Stirring was continued at +23° for 4 h, and morpholine (6.1 ml) added dropwise over 1 min. After 16 h the solution was evaporated, treated with aqueous 2M hydrochloric acid (80 ml), and extracted with ethyl acetate (4×75 ml). The combined, dried organic extracts were washed with aqueous saturated sodium bicarbona... Reactants: F[B-](F)(F)F, C[N+](C)(C)C, CO, O=CN1CCCC1. Product: COC1CCCN1C=O. Reaction SMILES: [B-:10]([F:11])([F:12])([F:13])[F:14].[CH3:15][N+:16]([CH3:17])([CH3:18])[CH3:19].[CH3:8][OH:9].[CH:1](=[O:2])[N:3]1[CH2:4][CH2:5][CH2:6][CH2:7]1>>[CH:1](=[O:2])[N:3]1[CH:4]([O:9][CH3:8])[CH2:5][CH2:6][CH2:7]1.